The task is: describe an organic reaction: reactants, conditions, products, and yield. This data is from the Open Reaction Database (ORD), a public repository of structured organic reaction records. Reactants: O.C1(=CC=C(C=C1)S(=O)(=O)N1[C@H](C(=O)O)CCC1)C (N-(Toluene-4-sulfonyl)-L-proline hydrate), methyl ester, [Li+].[OH-] (LiOH), Cl.COC([C@@H](N)CCCCNC(=O)OCC1=CC=CC=C1)=O (Nε-Cbz-L-lysine methyl ester hydrochloride). Run in C1CCOC1.O (THF water). The product is C1(=CC=C(C=C1)S(=O)(=O)N1[C@H](C(=O)N[C@@H](CCCCNC(=O)OCC2=CC=CC=C2)C(=O)O)CCC1)C (N-(Toluene-4-sulfonyl)-L-prolyl-Nε-(carbobenzyloxy)-L-lysine). RXN SMILES: O.[C:2]1([CH3:19])[CH:7]=[CH:6][C:5]([S:8]([N:11]2[CH2:18][CH2:17][CH2:16][C@H:12]2[C:13]([OH:15])=O)(=[O:10])=[O:9])=[CH:4][CH:3]=1.Cl.C[O:22][C:23](=[O:41])[C@H:24]([CH2:26][CH2:27][CH2:28][CH2:29][NH:30][C:31]([O:33][CH2:34][C:35]1[CH:40]=[CH:39][CH:38]=[CH:37][CH:36]=1)=[O:32])[NH2:25].[Li+].[OH-]>C1COCC1.O>[C:2]1([CH3:19])[CH:3]=[CH:4][C:5]([S:8]([N:11]2[CH2:18][CH2:17][CH2:16][C@H:12]2[C:13]([NH:25][C@H:24]([C:23]([OH:41])=[O:22])[CH2:26][CH2:27][CH2:28][CH2:29][NH:30][C:31]([O:33][CH2:34][C:35]2[CH:40]=[CH:39][CH:38]=[CH:37][CH:36]=2)=[O:32])=[O:15])(=[O:9])=[O:10])=[CH:6][CH:7]=1 |f:0.1,2.3,4.5,6.7|. Procedure: N-(Toluene-4-sulfonyl)-L-proline hydrate was coupled to Nε-Cbz-L-lysine methyl ester hydrochloride using the procedure described in Method 3. The title compound was prepared via hydrolysis of the methyl ester using LiOH in THF/water. Conditions: time 40 minute. RXN SMILES: [F:1][C:2]1[C:7]([F:8])=[CH:6][CH:5]=[CH:4][C:3]=1[C@H:9]1[CH2:14][NH:13][C:12](=S)[C@@H:11]([NH:16][C:17](=[O:23])[O:18][C:19]([CH3:22])([CH3:21])[CH3:20])[CH2:10]1.O.[NH2:25][NH2:26]>CO>[F:1][C:2]1[C:7]([F:8])=[CH:6][CH:5]=[CH:4][C:3]=1[C@H:9]1[CH2:14][NH:13][C:12](=[N:25][NH2:26])[C@@H:11]([NH:16][C:17](=[O:23])[O:18][C:19]([CH3:22])([CH3:21])[CH3:20])[CH2:10]1 |f:1.2|. Reported procedure: To a solution of tert-butyl [(3S,5S)-5-(2,3-difluorophenyl)-2-thioxopiperidin-3-yl]carbamate (100 mg, 0.29 mmol) in methanol (2.9 mL) was added hydrazine hydrate (55%, 780 μL, 8.76 mmol). The mixture was stirred 40 min, and then concentrated. Water was added, and the mixture was extracted with ethyl acetate (×3). The combined organic extracts were washed with brine, dried over magnesium sulfate, filtered and concentrated to give the crude title compound. MS 341.2 (M+1). The product is FC1=C(C=CC=C1F)[C@@H]1C[C@@H](C(NC1)=NN)NC(OC(C)(C)C)=O (tert-Butyl [(3S,5S)-5-(2,3-difluorophenyl)-2-hydrazinylidenepiperidin-3-yl]carbamate). Run in CO (methanol). Reactants: FC1=C(C=CC=C1F)[C@@H]1C[C@@H](C(NC1)=S)NC(OC(C)(C)C)=O (tert-butyl [(3S,5S)-5-(2,3-difluorophenyl)-2-thioxopiperidin-3-yl]carbamate), O.NN (hydrazine hydrate). The reactants are C(=O)[C@H]1CC[C@@]2(C[C@H](CC[C@]12C)C1=CC=CC=C1)O ((1S,3aS,5S,7aR)-1-formyl-5-phenyl-7a-methylperhydroinden-3a-ol), C(O)(O)=O.NNC(=N)N (aminoguanidine hydrogencarbonate). The solvent is Cl (hydrochloric acid), O1CCOCC1 (dioxane). Product: N(C(=N)N)\N=C\[C@H]1CC[C@@]2(C[C@H](CC[C@]12C)C1=CC=CC=C1)O ((1S,3aS,5S,7aR)-1-[(E)-Guanidinoimino]methyl-5-phenyl-7a-methylperhydroinden-3a-ol). Yield: 69.2%. RXN SMILES: [CH:1]([C@@H:3]1[C@:11]2([CH3:12])[C@@:6]([OH:19])([CH2:7][C@@H:8]([C:13]3[CH:18]=[CH:17][CH:16]=[CH:15][CH:14]=3)[CH2:9][CH2:10]2)[CH2:5][CH2:4]1)=O.C(=O)(O)O.[NH2:24][NH:25][C:26]([NH2:28])=[NH:27]>Cl.O1CCOCC1>[NH:25](/[N:24]=[CH:1]/[C@@H:3]1[C@:11]2([CH3:12])[C@@:6]([OH:19])([CH2:7][C@@H:8]([C:13]3[CH:18]=[CH:17][CH:16]=[CH:15][CH:14]=3)[CH2:9][CH2:10]2)[CH2:5][CH2:4]1)[C:26]([NH2:28])=[NH:27] |f:1.2|. Reported procedure: A solution of 0.57 g of (1S,3aS,5S,7aR)-1-formyl-5-phenyl-7a-methylperhydroinden-3a-ol and 1.50 g of aminoguanidine hydrogencarbonate in 30 ml of 0.01N hydrochloric acid and 80 ml of dioxane was kept at room temperature for 3 days and then evaporated to dryness under reduced pressure. The crude product was purified by flash-chromatography (SiO2) using chloroform/methanol/28% ammonium hydroxide 78/20/2 as the eluant. The fractions containing the title compound were collected and evaporated to dry... The reactants are N—BOC-L-phenylalanine-N-hydroxusuccinimide ester, C(C)O (ethanol), N[C@@H](CC1=CC=CC=C1)C(=O)O.C(CN)CS(=O)(=O)O (L-Phe Homotaurine), C(C)O (ethanol). Run in O1CCOCC1 (1,4-dioxane), [OH-].[Na+] (NaOH), O (water). Reaction conditions: time 8 hour. Yields the product N[C@@H](CC1=CC=CC=C1)C(=O)N[C@@H](CC1=CC=CC=C1)C(=O)O.C(CN)CS(=O)(=O)O (L-Phe-L-Phe Homotaurine), solid. The yield is 20.0%. As a reaction SMILES: [NH2:1][C@H:2]([C:10]([OH:12])=[O:11])[CH2:3][C:4]1[CH:9]=[CH:8][CH:7]=[CH:6][CH:5]=1.[CH2:13]([CH2:16][S:17]([OH:20])(=[O:19])=[O:18])[CH2:14][NH2:15].[CH2:21]([OH:23])C>O1CCOCC1.[OH-].[Na+].O>[NH2:15][C@H:14]([C:21]([NH:1][C@H:2]([C:10]([OH:12])=[O:11])[CH2:3][C:4]1[CH:9]=[CH:8][CH:7]=[CH:6][CH:5]=1)=[O:23])[CH2:13][C:16]1[CH:5]=[CH:4][CH:3]=[CH:2][CH:10]=1.[CH2:13]([CH2:16][S:17]([OH:20])(=[O:19])=[O:18])[CH2:14][NH2:15] |f:0.1,4.5,7.8|. Procedure details: A solution of N—BOC-L-phenylalanine-N-hydroxusuccinimide ester (400 mg, 1.1 mmol) in a mixture of ethanol (6 mL) and 1,4-dioxane (4 mL) was added to a solution of L-Phe-Homotaurine (273 mg, 1.0 mmol) in 1N NaOH (1.05 mL), water (3 mL) and ethanol (4 mL). The mixture was stirred at room temperature overnight. The solvent was removed under reduced pressure and the solid (601.9 mg) was suspended in a mixture of acetone (8 mL) and isopropanol (0.2 mL) and stirred overnight at room temperature. The m... The reactants are OC1=CC=C(C=C1)C1=CC=C(C=C1)[N+](=O)[O-] (4-hydroxy-4′nitrobiphenyl), C([O-])([O-])=O.[K+].[K+] (potassium carbonate), ICCC (1-iodopropane), C([O-])([O-])=O.[K+].[K+] (potassium carbonate), ICCC (1-iodopropane). The solvent is CC(=O)C (acetone), C(C)(=O)OCC (ethyl acetate). Product: [N+](=O)([O-])C1=CC=C(C=C1)C1=CC=C(C=C1)OCCC (4-Nitro-4′propoxybiphenyl). Isolated yield 89.0%. Reaction SMILES: [OH:1][C:2]1[CH:7]=[CH:6][C:5]([C:8]2[CH:13]=[CH:12][C:11]([N+:14]([O-:16])=[O:15])=[CH:10][CH:9]=2)=[CH:4][CH:3]=1.C(=O)([O-])[O-].[K+].[K+].I[CH2:24][CH2:25][CH3:26]>CC(C)=O.C(OCC)(=O)C>[N+:14]([C:11]1[CH:12]=[CH:13][C:8]([C:5]2[CH:4]=[CH:3][C:2]([O:1][CH2:24][CH2:25][CH3:26])=[CH:7][CH:6]=2)=[CH:9][CH:10]=1)([O-:16])=[O:15] |f:1.2.3|. Procedure details: To a solution of 4-hydroxy-4′nitrobiphenyl in 5 ml acetone was added potassium carbonate (240 mg, 1.74 mmol) and 1-iodopropane (0.17 ml, 1.74 mmol). The reaction mixture was heated at reflux for 24 h. Additional potassium carbonate (240 mg, 1.74 mmol) and 1-iodopropane (0.17 ml, 1.74 mmol) was added and the reaction mixture was heated at reflux for 24 h. The reaction mixture was cooled to room temperature and diluted with 30 ml ethyl acetate. The ethyl acetate solution was washed sequentially wi... The reactants are CNC (dimethylamine), C(C=C)OC(=O)C1=C(C=CC2=C1C(=C(O2)C)C(=O)Cl)OC2=NC(=CC(=N2)OC)OC (4-allyloxycarbonyl-5-(4,6-dimethoxypyrimidin-2-yl)oxy-2-methylbenzofuran-3-carbonyl chloride), O (water). Solvent: ClCCl (dichloromethane). Conditions: time 30 minute. Yields the product COC1=NC(=NC(=C1)OC)OC1=CC=C2C(C(=C(O2)C)C(N(C)C)=O)=C1C(=O)OCC=C (Allyl 5-(4,6-Dimethoxypyrimidin-2-yl)oxy-3-dimethylcarbamoyl-2-methylbenzofuran-4-carboxylate). The yield is 60.0%. Reaction SMILES: [CH2:1]([O:4][C:5]([C:7]1[C:12]2[C:13]([C:17](Cl)=[O:18])=[C:14]([CH3:16])[O:15][C:11]=2[CH:10]=[CH:9][C:8]=1[O:20][C:21]1[N:26]=[C:25]([O:27][CH3:28])[CH:24]=[C:23]([O:29][CH3:30])[N:22]=1)=[O:6])[CH:2]=[CH2:3].[CH3:31][NH:32][CH3:33].O>ClCCl>[CH3:30][O:29][C:23]1[CH:24]=[C:25]([O:27][CH3:28])[N:26]=[C:21]([O:20][C:8]2[C:7]([C:5]([O:4][CH2:1][CH:2]=[CH2:3])=[O:6])=[C:12]3[C:13]([C:17](=[O:18])[N:32]([CH3:33])[CH3:31])=[C:14]([CH3:16])[O:15][C:11]3=[CH:10][CH:9]=2)[N:22]=1. Reported procedure: 3.0 g of 4-allyloxycarbonyl-5-(4,6-dimethoxypyrimidin-2-yl)oxy-2-methylbenzofuran-3-carbonyl chloride was dissolved in 13 ml of dichloromethane, and 1.5 g of a 50% dimethylamine aqueous solution was dropwise added thereto under cooling with ice. After stirring for 30 minutes, the reaction solution was poured into water and extracted with dichloromethane. The organic layer was washed with water and then dried over anhydrous sodium sulfate. The oily substance obtained by concentration under reduce... Starting materials: FC(OC=1C=C(C=CC1OC(F)F)C(CC1=CC=NC=C1)C=1C=NC(=CC1)N(C1=CC=C(C=C1)OC)C)F (4-[2-[3,4-bis(difluoromethoxy)phenyl]-2-[6-(N-methyl-N-4-methoxyphenylamino)3-pyridyl]ethyl}pyridine), C1=CC=C(C(=C1)C(=O)[O-])C(=O)O[O-].[Mg+2] (MMPP). Run in C(Cl)Cl (CH2Cl2), CO (MeOH). Run at time 24 hour. Product: FC(OC=1C=C(C=CC1OC(F)F)C(CC1=CC=[N+](C=C1)[O-])C=1C=NC(=CC1)N(C1=CC=C(C=C1)OC)C)F (4-[2-[3,4-BIS(DIFLUOROMETHOXY)PHENYL]-2-[6-(N-METHYL-N-4-METHOXYPHENYLAMINO)3-PYRIDYL]ETHYL}PYRIDINE-N-OXIDE). The yield is 45.2%. Reaction SMILES: [F:1][CH:2]([F:38])[O:3][C:4]1[CH:5]=[C:6]([CH:14]([C:22]2[CH:23]=[N:24][C:25]([N:28]([CH3:37])[C:29]3[CH:34]=[CH:33][C:32]([O:35][CH3:36])=[CH:31][CH:30]=3)=[CH:26][CH:27]=2)[CH2:15][C:16]2[CH:21]=[CH:20][N:19]=[CH:18][CH:17]=2)[CH:7]=[CH:8][C:9]=1[O:10][CH:11]([F:13])[F:12].C1C=C(C([O-])=[O:46])C(C(O[O-])=O)=CC=1.[Mg+2]>C(Cl)Cl.CO>[F:38][CH:2]([F:1])[O:3][C:4]1[CH:5]=[C:6]([CH:14]([C:22]2[CH:23]=[N:24][C:25]([N:28]([CH3:37])[C:29]3[CH:30]=[CH:31][C:32]([O:35][CH3:36])=[CH:33][CH:34]=3)=[CH:26][CH:27]=2)[CH2:15][C:16]2[CH:17]=[CH:18][N+:19]([O-:46])=[CH:20][CH:21]=2)[CH:7]=[CH:8][C:9]=1[O:10][CH:11]([F:13])[F:12] |f:1.2|. Reported procedure: To a solution of 4-[2-[3,4-bis(difluoromethoxy)phenyl]-2-[6-(N-methyl-N-4-methoxyphenylamino)3-pyridyl]ethyl}pyridine from Example 112 (60 mg, 0.11 mmol) in a mixture of 3.0 mL of CH2Cl2 and 0.3 mL MeOH, was added 84 mg (0.136 mmol) of 80% MMPP. Reaction was stirred for 24 h at room temperature, quenched with a saturated solution of NaHCO3 and diluted with ethyl acetate. The organic layer was then washed with brine, dried over MgSO4 and concentrated under reduced pressure. The residue was purifi...